Dataset: the Open Reaction Database (ORD), a public repository of structured organic reaction records. Task: describe an organic reaction: reactants, conditions, products, and yield The reactants are CC(=O)c1cc(Br)ccc1O, CCO, COC(C)(C)C, O=Cc1cccc(Cl)c1, [Na+], [OH-]. Yields the product O=C(C=Cc1cccc(Cl)c1)c1cc(Br)ccc1O. Reaction SMILES: [Br:1][c:2]1[cH:3][cH:4][c:5]([OH:11])[c:6]([C:8]([CH3:9])=[O:10])[cH:7]1.[CH3:21][CH2:22][OH:23].[CH3:26][O:27][C:28]([CH3:29])([CH3:30])[CH3:31].[Cl:12][c:13]1[cH:14][c:15]([CH:16]=[O:17])[cH:18][cH:19][cH:20]1.[Na+:25].[OH-:24]>>[Br:1][c:2]1[cH:3][cH:4][c:5]([OH:11])[c:6]([C:8]([CH:9]=[CH:16][c:15]2[cH:14][c:13]([Cl:12])[cH:20][cH:19][cH:18]2)=[O:10])[cH:7]1. The reactants are CCCCc1ccc(C#N)c(=O)[nH]1, CO, N. The product is CCCCc1ccc(CN)c(=O)[nH]1. RXN SMILES: [CH2:1]([CH2:2][CH2:3][CH3:4])[c:5]1[cH:6][cH:7][c:8]([C:12]#[N:13])[c:9](=[O:11])[nH:10]1.[CH3:15][OH:16].[NH3:14]>>[CH2:1]([CH2:2][CH2:3][CH3:4])[c:5]1[cH:6][cH:7][c:8]([CH2:12][NH2:13])[c:9](=[O:11])[nH:10]1. Reactants: F[B-](F)(F)F, COc1cc(Br)c2[nH]c(C(=O)O)cc(=O)c2c1, CN(C)C=O, CCN(C(C)C)C(C)C, Nc1ccc(N2CCOCC2)cc1, On1nnc2ccccc21, CN(C)C(On1nnc2ccccc21)=[N+](C)C. Product: COc1cc(Br)c2[nH]c(C(=O)Nc3ccc(N4CCOCC4)cc3)cc(=O)c2c1. Reaction SMILES: [B-:18]([F:19])([F:20])([F:21])[F:22].[Br:1][c:2]1[cH:3][c:4]([O:16][CH3:17])[cH:5][c:6]2[c:7](=[O:15])[cH:8][c:9]([C:12](=[O:13])[OH:14])[nH:10][c:11]12.[CH3:72][N:73]([CH3:74])[CH:75]=[O:76].[CH:63]([N:64]([CH:65]([CH3:66])[CH3:67])[CH2:68][CH3:69])([CH3:70])[CH3:71].[O:50]1[CH2:51][CH2:52][N:53]([c:56]2[cH:57][cH:58][c:59]([NH2:60])[cH:61][cH:62]2)[CH2:54][CH2:55]1.[OH:40][n:41]1[c:42]2[c:43]([cH:44][cH:45][cH:46][cH:47]2)[n:48][n:49]1.[n:23]1([O:24][C:25]([N:26]([CH3:27])[CH3:28])=[N+:29]([CH3:30])[CH3:31])[c:32]2[cH:33][cH:34][cH:35][cH:36][c:37]2[n:38][n:39]1>>[Br:1][c:2]1[cH:3][c:4]([O:16][CH3:17])[cH:5][c:6]2[c:7](=[O:15])[cH:8][c:9]([C:12](=[O:14])[NH:60][c:59]3[cH:58][cH:57][c:56]([N:53]4[CH2:52][CH2:51][O:50][CH2:55][CH2:54]4)[cH:62][cH:61]3)[nH:10][c:11]12. Reactants: BrCCCN1C(NC(C2=CC=CC=C12)=O)=O (1-(3-bromopropyl)-2,4(1H, 3H)-quinazolinedione), C1(=CC=CC=C1)C(N1CCNCC1)C1=CC=CC=C1 (1-diphenylmethylpiperazine), C([O-])([O-])=O.[K+].[K+] (potassium carbonate), CN(C=O)C (N,N-dimethylformamide). The solvent is O (water). Run at temperature 100 celsius, time 2.5 hour. The product is C1(=CC=CC=C1)C(N1CCN(CC1)CCCN1C(NC(C2=CC=CC=C12)=O)=O)C1=CC=CC=C1 (1-[3-{4-(diphenylmethyl)-piperazin-1-yl}propyl]-2,4(1H, 3H)-quinazolinedione). Yield: 47.0%. RXN SMILES: Br[CH2:2][CH2:3][CH2:4][N:5]1[C:14]2[C:9](=[CH:10][CH:11]=[CH:12][CH:13]=2)[C:8](=[O:15])[NH:7][C:6]1=[O:16].[C:17]1([CH:23]([C:30]2[CH:35]=[CH:34][CH:33]=[CH:32][CH:31]=2)[N:24]2[CH2:29][CH2:28][NH:27][CH2:26][CH2:25]2)[CH:22]=[CH:21][CH:20]=[CH:19][CH:18]=1.C(=O)([O-])[O-].[K+].[K+].CN(C)C=O>O>[C:30]1([CH:23]([C:17]2[CH:22]=[CH:21][CH:20]=[CH:19][CH:18]=2)[N:24]2[CH2:25][CH2:26][N:27]([CH2:2][CH2:3][CH2:4][N:5]3[C:14]4[C:9](=[CH:10][CH:11]=[CH:12][CH:13]=4)[C:8](=[O:15])[NH:7][C:6]3=[O:16])[CH2:28][CH2:29]2)[CH:31]=[CH:32][CH:33]=[CH:34][CH:35]=1 |f:2.3.4|. Reported procedure: A mixture of 1-(3-bromopropyl)-2,4(1H, 3H)-quinazolinedione (2.12 g), 1-diphenylmethylpiperazine (2.07 g), anhydrous potassium carbonate (3.1 g) and N,N-dimethylformamide (14 ml) was stirred for 2.5 hours at 100° C. After the reaction mixture was cooled to ambient temperature, to the mixture was added water and then stirred to give precipitates. The precipitates were collected by filtration and they were dissolved in hot chloroform containing a little quantity of methanol. The resultant solution... The reactants are N(=NC(=O)OCC)C(=O)OCC (diethyl azodicarboxylate), ClC=1C=C(C(=O)OCC2=CC=CC=C2)C=C(C1)OCCCO (Benzyl 3-chloro-5-(3-hydroxypropoxy)benzoate), C1(=CC=CC=C1)P(C1=CC=CC=C1)C1=CC=CC=C1 (triphenylphosphine), ON1C(C=2C(C1=O)=CC=CC2)=O (N-hydroxyphthalirnide). The solvent is O1CCCC1 (tetrahydrofuran). Run at time 16 hour. The product is O=C1N(C(C2=CC=CC=C12)=O)OCCCOC=1C=C(C=C(C(=O)OCC2=CC=CC=C2)C1)Cl (Benzyl 5-[3-(1,3-dioxoisoindolin-2-yloxy)propoxy]-3-chlorobenzoate). Isolated yield 59.8%. Reaction SMILES: [Cl:1][C:2]1[CH:3]=[C:4]([CH:15]=[C:16]([O:18][CH2:19][CH2:20][CH2:21][OH:22])[CH:17]=1)[C:5]([O:7][CH2:8][C:9]1[CH:14]=[CH:13][CH:12]=[CH:11][CH:10]=1)=[O:6].C1(P(C2C=CC=CC=2)C2C=CC=CC=2)C=CC=CC=1.O[N:43]1[C:47](=[O:48])[C:46]2=[CH:49][CH:50]=[CH:51][CH:52]=[C:45]2[C:44]1=[O:53].N(C(OCC)=O)=NC(OCC)=O>O1CCCC1>[O:53]=[C:44]1[C:45]2[C:46](=[CH:49][CH:50]=[CH:51][CH:52]=2)[C:47](=[O:48])[N:43]1[O:22][CH2:21][CH2:20][CH2:19][O:18][C:16]1[CH:17]=[C:2]([Cl:1])[CH:3]=[C:4]([CH:15]=1)[C:5]([O:7][CH2:8][C:9]1[CH:14]=[CH:13][CH:12]=[CH:11][CH:10]=1)=[O:6]. Procedure: A solution of alcohol 26 (5.96 g, 18.6 mmol), triphenylphosphine (5.40 g, 20.5 mmol), and N-hydroxyphthalirnide (2.10 g, 20.5 mmol) in tetrahydrofuran (186 mL) was cooled to 0° C. and reacted slowly with diethyl azodicarboxylate (3.50 mL, 22.3 mmol). After warming to ambient temperature and stirring 16 hrs, the reaction was concentrated in vacuo and purified by chromatography on silica gel (10% ethyl acetate in hexanes) giving product 27 (5.18 g, 60%). 1H NMR (300 MHz, CDCl3) δ 7.83 (dd, 2H, J=5...